describe an organic reaction: reactants, conditions, products, and yield From a dataset of the Open Reaction Database (ORD), a public repository of structured organic reaction records. Starting materials: [BH4-], CO, CSCCOc1ccc2oc(C(=O)C3CCCCC3)c(C)c2c1, [Na+], C1CCOC1. Yields the product CSCCOc1ccc2oc(C(O)C3CCCCC3)c(C)c2c1. RXN SMILES: [BH4-:24].[CH3:31][OH:32].[CH:1]1([C:7](=[O:8])[c:9]2[o:10][c:11]3[c:12]([c:13]2[CH3:14])[cH:15][c:16]([O:19][CH2:20][CH2:21][S:22][CH3:23])[cH:17][cH:18]3)[CH2:2][CH2:3][CH2:4][CH2:5][CH2:6]1.[Na+:25].[O:26]1[CH2:27][CH2:28][CH2:29][CH2:30]1>>[CH:1]1([CH:7]([OH:8])[c:9]2[o:10][c:11]3[c:12]([c:13]2[CH3:14])[cH:15][c:16]([O:19][CH2:20][CH2:21][S:22][CH3:23])[cH:17][cH:18]3)[CH2:2][CH2:3][CH2:4][CH2:5][CH2:6]1. The product is COc1ccc2[nH]c3c(c2c1)CC1(C)C(=O)N(CCBr)C(=O)N1C3c1cccc(O)c1. Starting materials: O=C=NCCBr, COC(=O)C1(C)Cc2c([nH]c3ccc(OC)cc23)C(c2cccc(O)c2)N1, CCC(C)=O. RXN SMILES: [Br:28][CH2:29][CH2:30][N:31]=[C:32]=[O:33].[CH3:1][O:2][C:3](=[O:4])[C:5]1([CH3:27])[NH:6][CH:7]([c:20]2[cH:21][c:22]([OH:26])[cH:23][cH:24][cH:25]2)[c:8]2[nH:9][c:10]3[cH:11][cH:12][c:13]([O:18][CH3:19])[cH:14][c:15]3[c:16]2[CH2:17]1.[CH3:34][C:35](=[O:36])[CH2:37][CH3:38]>>[C:3]1(=[O:4])[C:5]2([CH3:27])[N:6]([CH:7]([c:20]3[cH:21][c:22]([OH:26])[cH:23][cH:24][cH:25]3)[c:8]3[nH:9][c:10]4[cH:11][cH:12][c:13]([O:18][CH3:19])[cH:14][c:15]4[c:16]3[CH2:17]2)[C:32](=[O:33])[N:31]1[CH2:30][CH2:29][Br:28]. Starting materials: C(C)(=O)N1CCC2=C(CC1)C=C(C(=C2)S(=O)(=O)C)OC (3-acetyl-8-methoxy-7-methylsulfonyl-2,3,4,5-tetrahydro-1H-3-benzazepine), Cl (hydrochloric acid). The product is Cl.COC=1C(=CC2=C(CCNCC2)C1)S(=O)(=O)C (8-methoxy-7-methylsulfonyl-2,3,4,5-tetrahydro-1H-3-benzazepine hydrochloride). As a reaction SMILES: C([N:4]1[CH2:10][CH2:9][C:8]2[CH:11]=[C:12]([O:19][CH3:20])[C:13]([S:15]([CH3:18])(=[O:17])=[O:16])=[CH:14][C:7]=2[CH2:6][CH2:5]1)(=O)C.[ClH:21]>>[ClH:21].[CH3:20][O:19][C:12]1[C:13]([S:15]([CH3:18])(=[O:17])=[O:16])=[CH:14][C:7]2[CH2:6][CH2:5][NH:4][CH2:10][CH2:9][C:8]=2[CH:11]=1 |f:2.3|. Procedure: Alternatively, 3-acetyl-8-methoxy-7-methylsulfonyl-2,3,4,5-tetrahydro-1H-3-benzazepine is treated with 3N hydrochloric acid to give 8-methoxy-7-methylsulfonyl-2,3,4,5-tetrahydro-1H-3-benzazepine hydrochloride. Refluxing this compound with 48% hydrobromic acid gives 8-hydroxy-7-methylsulfonyl-2,3,4,5-tetrahydro-1H-3-benzazepine hydrobromide.